Dataset: the Open Reaction Database (ORD), a public repository of structured organic reaction records. Task: describe an organic reaction: reactants, conditions, products, and yield Reactants: [OH-].[K+] (Potassium hydroxide), COC(=O)C1=CC=2C(=NC=C(C2)[N+](=O)[O-])N1 (5-Nitro-1H-pyrrolo[2,3-b]pyridine-2-carboxylic acid methyl ester), Cl (hydrochloric acid). Yield: 98.0%. Procedure details: 5-Nitro-1H-pyrrolo[2,3-b]pyridine-2-carboxylic acid methyl ester (6 g, 27.1 mmoles) was dissolved in methanol/water mixture (1/1). Potassium hydroxide (3 eq) was added and the mixture was heated at reflux overnight. After cooling down, the mixture was acidified until pH=3 by hydrochloric acid 3N. The precipitate was filtered off, washed with water, then diethyl ether, and dried under vacuum. A brownish solid, 5-nitro-1H-pyrrolo[2,3-b]pyridine-2-carboxylic acid, is obtained (5.47 g). Yield=98%. E... The product is [N+](=O)([O-])C=1C=C2C(=NC1)NC(=C2)C(=O)O (5-nitro-1H-pyrrolo[2,3-b]pyridine-2-carboxylic acid). RXN SMILES: C[O:2][C:3]([C:5]1[NH:16][C:8]2=[N:9][CH:10]=[C:11]([N+:13]([O-:15])=[O:14])[CH:12]=[C:7]2[CH:6]=1)=[O:4].[OH-].[K+].Cl>CO.O>[N+:13]([C:11]1[CH:12]=[C:7]2[CH:6]=[C:5]([C:3]([OH:4])=[O:2])[NH:16][C:8]2=[N:9][CH:10]=1)([O-:15])=[O:14] |f:1.2,4.5|. Solvent: CO.O (methanol water). The reactants are BrC1=CNC=2N=CN=C(C21)Cl (5-bromo-4-chloro-7H-pyrrolo[2,3-d]pyrimidine), C(CCC)[Li] (nBu-Li), CC1=CC=C(C=C1)S(=O)(=O)C#N (4-methylbenzenesulfonyl cyanide). The solvent is C1CCOC1 (THF). Run at temperature -78 celsius, time 1 hour. Product: ClC1=C2C(NC=N1)=NC=C2C#N (4-chloro-1H-pyrrolo[2,3-d]pyrimidine-5-carbonitrile). As a reaction SMILES: Br[C:2]1[C:10]2[C:9]([Cl:11])=[N:8][CH:7]=[N:6][C:5]=2[NH:4][CH:3]=1.C([Li])CCC.CC1C=CC(S([C:27]#[N:28])(=O)=O)=CC=1>C1COCC1>[Cl:11][C:9]1[N:8]=[CH:7][NH:6][C:5]2=[N:4][CH:3]=[C:2]([C:27]#[N:28])[C:10]=12. Procedure: To a solution of anhydrous THF (40 ml) containing 5-Bromo-4-chloro-7H-pyrrolo[2,3-c]pyrimidine D3 (1 g) was added nBu-Li (2.5M, 5.2 ml, 12.9 mmol) dropwise at −78° C. under nitrogen. After this addition the resulting solution was stirred for 1 hour at −78° C. before adding 4-methylbenzenesulfonyl cyanide (935 mg, 5.2 mmol) and the resulting solution stirred for 1 hour at −78° C. and then allowed to warm up to room temperature overnight. The reaction was quenched with a saturated NH4Cl solution a... The reactants are C(C1=CC=CC=C1)NS(=O)(=O)C=1C=CC(=C(C#N)C1)OC1=C(C=CC=C1)C1=CC=CC=C1 (5-benzylsulfamyl-2-(biphenyl-2-yloxy)-benzonitrile), Cl (HCl), Cl[O-].[Na+] (Sodium hypochlorite). The solvent is ClCCl (dichloromethane). Yields the product C1(=C(C=CC=C1)OC1=C(C=C(C=C1)S(=O)(=O)Cl)C#N)C1=CC=CC=C1 (4-(biphenyl-2-yloxy)-3-cyanobenzenesulfonyl chloride). RXN SMILES: C(N[S:9]([C:12]1[CH:13]=[CH:14][C:15]([O:20][C:21]2[CH:26]=[CH:25][CH:24]=[CH:23][C:22]=2[C:27]2[CH:32]=[CH:31][CH:30]=[CH:29][CH:28]=2)=[C:16]([CH:19]=1)[C:17]#[N:18])(=[O:11])=[O:10])C1C=CC=CC=1.[ClH:33].Cl[O-].[Na+]>ClCCl>[C:22]1([C:27]2[CH:32]=[CH:31][CH:30]=[CH:29][CH:28]=2)[CH:23]=[CH:24][CH:25]=[CH:26][C:21]=1[O:20][C:15]1[CH:14]=[CH:13][C:12]([S:9]([Cl:33])(=[O:11])=[O:10])=[CH:19][C:16]=1[C:17]#[N:18] |f:2.3|. Procedure details: A mixture of 5-benzylsulfamyl-2-(biphenyl-2-yloxy)-benzonitrile (Preparation 56, 6.06 g, 15.4 mmol), dichloromethane and aq HCl was stirred vigorously with cooling (ice bath). Sodium hypochlorite was added dropwise over 30 minutes and stirring continued with cooling for 1 hour. The layers were separated, the aqueous extracted with dichloromethane (2×100 ml), and the organic collected, dried (MgSO4) and concentrated in vacuo. The residue was purified using silica gel column chromatography (ethyl ... The reactants are 1.3, ClCCOCC(=O)NC1=CC=C(C=C1)[N+](=O)[O-] (2-(2-chloroethoxy)-N-(4-nitrophenyl)acetamide), C([O-])([O-])=O.[K+].[K+] (potassium carbonate). Run in C(C)#N (acetonitrile). Reaction conditions: time 18 hour. Product: [N+](=O)([O-])C1=CC=C(C=C1)N1C(COCC1)=O (4-(4-nitrophenyl)-3-oxomorpholine). As a reaction SMILES: Cl[CH2:2][CH2:3][O:4][CH2:5][C:6]([NH:8][C:9]1[CH:14]=[CH:13][C:12]([N+:15]([O-:17])=[O:16])=[CH:11][CH:10]=1)=[O:7].C(=O)([O-])[O-].[K+].[K+]>C(#N)C>[N+:15]([C:12]1[CH:13]=[CH:14][C:9]([N:8]2[CH2:2][CH2:3][O:4][CH2:5][C:6]2=[O:7])=[CH:10][CH:11]=1)([O-:17])=[O:16] |f:1.2.3|. Procedure: 1.3 1 kg of “A1” is dissolved in 5 liters of acetonitrile at room temperature, 835 g of potassium carbonate are added, and the mixture is stirred at this temperature for 18 hours. The mixture is warmed to 50° and worked up analogously to Example 6, giving 4-(4-nitrophenyl)-3-oxomorpholine (“A2”), m.p. 150-152°. The reactants are CC(=O)OC(=O)c1cc([N+](=O)[O-])ccc1Cl, CCO, Cl, [Fe], O. Product: CC(=O)OC(=O)c1cc(N)ccc1Cl. RXN SMILES: [C:3]([CH3:4])(=[O:5])[O:6][C:7]([c:8]1[c:9]([Cl:17])[cH:10][cH:11][c:12]([N+:14]([O-:15])=[O:16])[cH:13]1)=[O:18].[CH3:19][CH2:20][OH:21].[ClH:1].[Fe:22].[OH2:2]>>[C:3]([CH3:4])(=[O:5])[O:6][C:7]([c:8]1[c:9]([Cl:17])[cH:10][cH:11][c:12]([NH2:14])[cH:13]1)=[O:18]. Starting materials: O=C([O-])[O-], O=C(O)c1cc(OCc2ccccc2)nn1-c1ccccc1, CI, CN(C)C=O, Cl, [K+], [K+]. Product: COC(=O)c1cc(OCc2ccccc2)nn1-c1ccccc1. Reaction SMILES: [C:25](=[O:26])([O-:27])[O-:28].[CH2:1]([c:2]1[cH:3][cH:4][cH:5][cH:6][cH:7]1)[O:8][c:9]1[n:10][n:11](-[c:17]2[cH:18][cH:19][cH:20][cH:21][cH:22]2)[c:12]([C:14](=[O:15])[OH:16])[cH:13]1.[CH3:23][I:24].[CH3:32][N:33]([CH3:34])[CH:35]=[O:36].[ClH:31].[K+:29].[K+:30]>>[CH2:1]([c:2]1[cH:3][cH:4][cH:5][cH:6][cH:7]1)[O:8][c:9]1[n:10][n:11](-[c:17]2[cH:18][cH:19][cH:20][cH:21][cH:22]2)[c:12]([C:14](=[O:15])[O:16][CH3:25])[cH:13]1. Starting materials: C(#N)[BH3-].[Na+] (sodium cyanoborohydride), C(C)NC(=O)C1=NOC(=C1I)C1=C(C=C(C(=C1)C(C)C)OCC1=CC=CC=C1)OCC1=CC=CC=C1 (5-(2,4-Bis-benzyloxy-5-isopropyl-phenyl)-4-iodo-isoxazole-3-carboxylic acid ethylamide), 3A, N1CCOCC1 (Morpholine), C(C)(=O)O (Acetic acid). Run in C(Cl)Cl (DCM), CO (methanol). Reaction conditions: time 16 hour. Product: C(C)NC(=O)C1=NOC(=C1C1=CC=C(C=C1)CN1CCOCC1)C1=C(C=C(C(=C1)C(C)C)OCC1=CC=CC=C1)OCC1=CC=CC=C1 (5-(2,4-Bis-benzyloxy-5-isopropyl-phenyl)-4-(4-morpholin-4-ylmethyl-phenyl)-isoxazole-3-carboxylic acid ethylamide). As a reaction SMILES: [CH2:1]([NH:3][C:4]([C:6]1[C:10](I)=[C:9]([C:12]2[CH:17]=[C:16]([CH:18]([CH3:20])[CH3:19])[C:15]([O:21][CH2:22][C:23]3[CH:28]=[CH:27][CH:26]=[CH:25][CH:24]=3)=[CH:14][C:13]=2[O:29][CH2:30][C:31]2[CH:36]=[CH:35][CH:34]=[CH:33][CH:32]=2)[O:8][N:7]=1)=[O:5])[CH3:2].[NH:37]1[CH2:42][CH2:41][O:40][CH2:39][CH2:38]1.C([BH3-])#N.[Na+].[C:47](O)(=O)[CH3:48]>CO.C(Cl)Cl>[CH2:1]([NH:3][C:4]([C:6]1[C:10]([C:9]2[CH:12]=[CH:13][C:47]([CH2:48][N:37]3[CH2:42][CH2:41][O:40][CH2:39][CH2:38]3)=[CH:6][CH:10]=2)=[C:9]([C:12]2[CH:17]=[C:16]([CH:18]([CH3:20])[CH3:19])[C:15]([O:21][CH2:22][C:23]3[CH:28]=[CH:27][CH:26]=[CH:25][CH:24]=3)=[CH:14][C:13]=2[O:29][CH2:30][C:31]2[CH:36]=[CH:35][CH:34]=[CH:33][CH:32]=2)[O:8][N:7]=1)=[O:5])[CH3:2] |f:2.3|. Reported procedure: 5-(2,4-Bis-benzyloxy-5-isopropyl-phenyl)-4-iodo-isoxazole-3-carboxylic acid ethylamide (1 eq) was dissolved in methanol and powdered 3A sieves were added. Morpholine (2 eq) was added, followed by sodium cyanoborohydride (2 eq). Acetic acid (5 eq) was added drop wise and the suspension was stirred under nitrogen at ambient temperature for 16 hours. The reaction mixture was diluted with DCM and washed with sat. NaHCO3(aq). The organic phase was dried over MgSO4, filtered and concentrated in vacuo.... Reactants: BrC=1C=C(CN2CCN(CC2)C)C=C(C1)F (1-(3-bromo-5-fluorobenzyl)-4-methylpiperazine), B1(OC(C(O1)(C)C)(C)C)B2OC(C(O2)(C)C)(C)C (bis(pinacolato)diboron), CC(=O)[O-].[K+] (KOAc), [O-]P(=O)([O-])[O-].[K+].[K+].[K+] (K3PO4), BrC=1C=NC=C(C1N)[N+](=O)[O-] (3-bromo-5-nitropyridin-4-amine). Reagents/catalysts: C=1C=CC(=CC1)[P](C=2C=CC=CC2)(C=3C=CC=CC3)[Pd]([P](C=4C=CC=CC4)(C=5C=CC=CC5)C=6C=CC=CC6)([P](C=7C=CC=CC7)(C=8C=CC=CC8)C=9C=CC=CC9)[P](C=1C=CC=CC1)(C=1C=CC=CC1)C=1C=CC=CC1 (Pd(PPh3)4), C1=CC=C(C=C1)P([C-]2C=CC=C2)C3=CC=CC=C3.C1=CC=C(C=C1)P([C-]2C=CC=C2)C3=CC=CC=C3.Cl[Pd]Cl.[Fe+2] (PdCl2(dppf)2). Run in CN(C)C=O (DMF), O (water). Reaction conditions: temperature 90 celsius. Yields the product FC=1C=C(C=C(C1)CN1CCN(CC1)C)C=1C=NC=C(C1N)[N+](=O)[O-] (3-(3-fluoro-5-((4-methylpiperazin-1-yl)methyl)phenyl)-5-nitropyridin-4-amine). The yield is 42.0%. As a reaction SMILES: Br[C:2]1[CH:3]=[C:4]([CH:13]=[C:14]([F:16])[CH:15]=1)[CH2:5][N:6]1[CH2:11][CH2:10][N:9]([CH3:12])[CH2:8][CH2:7]1.B1(B2OC(C)(C)C(C)(C)O2)OC(C)(C)C(C)(C)O1.CC([O-])=O.[K+].[O-]P([O-])([O-])=O.[K+].[K+].[K+].Br[C:49]1[CH:50]=[N:51][CH:52]=[C:53]([N+:56]([O-:58])=[O:57])[C:54]=1[NH2:55]>C1C=CC(P(C2C=CC=CC=2)[C-]2C=CC=C2)=CC=1.C1C=CC(P(C2C=CC=CC=2)[C-]2C=CC=C2)=CC=1.Cl[Pd]Cl.[Fe+2].C1C=CC([P]([Pd]([P](C2C=CC=CC=2)(C2C=CC=CC=2)C2C=CC=CC=2)([P](C2C=CC=CC=2)(C2C=CC=CC=2)C2C=CC=CC=2)[P](C2C=CC=CC=2)(C2C=CC=CC=2)C2C=CC=CC=2)(C2C=CC=CC=2)C2C=CC=CC=2)=CC=1.O.CN(C=O)C>[F:16][C:14]1[CH:15]=[C:2]([C:49]2[CH:50]=[N:51][CH:52]=[C:53]([N+:56]([O-:58])=[O:57])[C:54]=2[NH2:55])[CH:3]=[C:4]([CH2:5][N:6]2[CH2:11][CH2:10][N:9]([CH3:12])[CH2:8][CH2:7]2)[CH:13]=1 |f:2.3,4.5.6.7,9.10.11.12,^1:102,104,123,142|. Procedure details: A solution of 1-(3-bromo-5-fluorobenzyl)-4-methylpiperazine (CII) (528 mg, 1.84 mmol), bis(pinacolato)diboron (560 mg, 2.21 mmol), KOAc (541 mg, 5.51 mmol) and dry DMF (26 mL) was purged with argon. PdCl2(dppf)2 (90 mg, 0.11 mmol) was added to the reaction and purged again with argon. The solution was heated at 90° C. for 2 h. Once TLC showed the disappearance of (CII), the solution was cooled to room temperature. To this solution was added K3PO4 (588 mg, 2.76 mmol), 3-bromo-5-nitropyridin-4-ami... Reactants: C1(=CC=CC=C1)S(=O)(=O)Cl (Benzenesulfonyl chloride), NC1=CC=CC(=N1)C1=C(N=C(S1)NC(C)=O)C (N-[5-(6-aminopyridin-2-yl)-4-methyl-1,3-thiazol-2-yl]acetamide), resultant mixture, CCCC(C)C (isohexane). Run in N1=CC=CC=C1 (pyridine). Conditions: time 30 minute. Yields the product CC=1N=C(SC1C1=NC(=CC=C1)NS(=O)(=O)C1=CC=CC=C1)NC(C)=O (N-[4-Methyl-5-(6-phenylsulfonylamino-pyridin-2-yl)-1,3-thiazol-2-yl]acetamide). RXN SMILES: [C:1]1([S:7](Cl)(=[O:9])=[O:8])[CH:6]=[CH:5][CH:4]=[CH:3][CH:2]=1.[NH2:11][C:12]1[N:17]=[C:16]([C:18]2[S:22][C:21]([NH:23][C:24](=[O:26])[CH3:25])=[N:20][C:19]=2[CH3:27])[CH:15]=[CH:14][CH:13]=1.CCCC(C)C>N1C=CC=CC=1>[CH3:27][C:19]1[N:20]=[C:21]([NH:23][C:24](=[O:26])[CH3:25])[S:22][C:18]=1[C:16]1[CH:15]=[CH:14][CH:13]=[C:12]([NH:11][S:7]([C:1]2[CH:6]=[CH:5][CH:4]=[CH:3][CH:2]=2)(=[O:9])=[O:8])[N:17]=1. Procedure details: Benzenesulfonyl chloride (0.77 mL) was added to a stirred mixture of N-[5-(6-aminopyridin-2-yl)-4-methyl-1,3-thiazol-2-yl]acetamide (249 mg) and pyridine (10 mL) and the reaction mixture was stirred at room temperature for 30 minutes. The resultant mixture was poured into isohexane (400 mL). The supernatant liquid was decanted from a residual gum. A 7M methanolic ammonia solution (20 mL) was added to the residual gum and the mixture was stirred at room temperature for 1 hour. The resultant mixtu...